This data is from the Open Reaction Database (ORD), a public repository of structured organic reaction records. The task is: describe an organic reaction: reactants, conditions, products, and yield Starting materials: CC(CC)OC1=CC=C(OC(C(CO)O)CC)C=C1 (3-[4-(1-methylpropoxy)phenoxy]-1,2-pentanediol), C(C1=CC=CC=C1)=O (benzaldehyde). Run in CC(=O)C (acetone). The product is C1(=CC=CC=C1)C1OCC(O1)C(C)OC1=CC=C(C=C1)OC(CC)C (2-phenyl-4-{1-[4-(1-methylpropoxy)phenoxy]ethyl}-1,3-dioxolane). As a reaction SMILES: [CH3:1][CH:2]([O:5][C:6]1[CH:19]=[CH:18][C:9]([O:10][CH:11]([CH2:16]C)[CH:12]([OH:15])[CH2:13][OH:14])=[CH:8][CH:7]=1)[CH2:3][CH3:4].[CH:20](=O)[C:21]1[CH:26]=[CH:25][CH:24]=[CH:23][CH:22]=1>CC(C)=O>[C:21]1([CH:20]2[O:15][CH:12]([CH:11]([O:10][C:9]3[CH:8]=[CH:7][C:6]([O:5][CH:2]([CH3:1])[CH2:3][CH3:4])=[CH:19][CH:18]=3)[CH3:16])[CH2:13][O:14]2)[CH:26]=[CH:25][CH:24]=[CH:23][CH:22]=1. Procedure: In the same manner, 3-[4-(1-methylpropoxy)phenoxy]-1,2-pentanediol is reacted with each of acetone and benzaldehyde to give, respectively, The reactants are CCOC(=O)c1ccc(OCCc2c(-c3cccnc3)[nH]c3ccccc23)cc1, Cl, [Na+], [OH-]. Product: O=C(O)c1ccc(OCCc2c(-c3cccnc3)[nH]c3ccccc23)cc1. RXN SMILES: [CH2:1]([CH3:2])[O:3][C:4](=[O:5])[c:6]1[cH:7][cH:8][c:9]([O:10][CH2:11][CH2:12][c:13]2[c:14](-[c:22]3[cH:23][n:24][cH:25][cH:26][cH:27]3)[nH:15][c:16]3[cH:17][cH:18][cH:19][cH:20][c:21]23)[cH:28][cH:29]1.[ClH:32].[Na+:31].[OH-:30]>>[O:3]=[C:4]([OH:5])[c:6]1[cH:7][cH:8][c:9]([O:10][CH2:11][CH2:12][c:13]2[c:14](-[c:22]3[cH:23][n:24][cH:25][cH:26][cH:27]3)[nH:15][c:16]3[cH:17][cH:18][cH:19][cH:20][c:21]23)[cH:28][cH:29]1.